Dataset: the Open Reaction Database (ORD), a public repository of structured organic reaction records. Task: describe an organic reaction: reactants, conditions, products, and yield The reactants are ClC=1C=NC=C(C1SC1=C(C=C(S1)C(=O)Cl)[N+](=O)[O-])Cl (5-[(3,5-dichloro-4-pyridyl)sulfanyl]-4-nitro-thiophene-2-carbonyl chloride), O1COC2=C1C=CC(=C2)CN (benzo[d][1,3]dioxol-5-ylmethylamine). Product: O1COC2=C1C=CC(=C2)CNC(=O)C=2SC(=C(C2)[N+](=O)[O-])SC2=C(C=NC=C2Cl)Cl (N-(benzo[d][1,3]dioxol-5-ylmethyl)-5-((3,5-dichloropyridin-4-yl)thio)-4-nitrothiophene-2-carboxamide), solid. The yield is 60.0%. RXN SMILES: [Cl:1][C:2]1[CH:3]=[N:4][CH:5]=[C:6]([Cl:20])[C:7]=1[S:8][C:9]1[S:13][C:12]([C:14](Cl)=[O:15])=[CH:11][C:10]=1[N+:17]([O-:19])=[O:18].[O:21]1[C:25]2[CH:26]=[CH:27][C:28]([CH2:30][NH2:31])=[CH:29][C:24]=2[O:23][CH2:22]1>>[O:21]1[C:25]2[CH:26]=[CH:27][C:28]([CH2:30][NH:31][C:14]([C:12]3[S:13][C:9]([S:8][C:7]4[C:2]([Cl:1])=[CH:3][N:4]=[CH:5][C:6]=4[Cl:20])=[C:10]([N+:17]([O-:19])=[O:18])[CH:11]=3)=[O:15])=[CH:29][C:24]=2[O:23][CH2:22]1. Procedure details: Prepared according to the procedure described for example 50 from 5-[(3,5-dichloro-4-pyridyl)sulfanyl]-4-nitro-thiophene-2-carbonyl chloride (120 mg, 0.33 mmol) and benzo[d][1,3]dioxol-5-ylmethylamine (58.0 mg, 0.39 mmol). The title compound was obtained as a solid (98 mg, 60% yield). 1H NMR (400 MHz, d6-DMSO) δ: 9.31 (1H, m), 8.99 (2H, s), 8.46 (1H, s), 6.84 (2H, m), 6.76 (1H, m), 5.97 (2H, s), 4.30 (2H, m). MS m/z: 482.11, 484.08 [M+H]+. Reactants: ClCCCBr, O=C([O-])[O-], CC(C)=O, [K+], [K+], Sc1ccncc1. Product: ClCCCSc1ccncc1. Reaction SMILES: [Br:8][CH2:9][CH2:10][CH2:11][Cl:12].[C:13](=[O:14])([O-:15])[O-:16].[CH3:19][C:20](=[O:21])[CH3:22].[K+:17].[K+:18].[SH:1][c:2]1[cH:3][cH:4][n:5][cH:6][cH:7]1>>[S:1]([c:2]1[cH:3][cH:4][n:5][cH:6][cH:7]1)[CH2:9][CH2:10][CH2:11][Cl:12]. The product is C(=O)(OC(C)(C)C)N[C@@H]([C@@H](C)O)C#C ((2R,3R)-N-Boc-3-amino-pent-4-yne-2-ol). Starting materials: C(=O)(OC(C)(C)C)N1C(O[C@@H]([C@H]1C#C)C)(C)C ((4R,5R)-N-Boc-2,2,5-Trimethyl-4-ethynyl-oxazolidine), O.C1(=CC=C(C=C1)S(=O)(=O)O)C (p-toluenesulfonic acid monohydrate). The solvent is CO (MeOH). The yield is 82.5%. Reported procedure: A solution of (4R,5R)-N-boc-4-ethynyl-2,2,5-trimethyl-oxazolidine (1.60 g 6.69 mmol) (Example 102B) and p-toluenesulfonic acid monohydrate (130 mg 0.67 mmol) in MeOH (70 mL) was heated at refluxed. After stirring overnight the solvent was concentrated and the residue was chromatographed directly on a silica gel column with a 0-40% EtOAc in hexanes gradient. This afforded the product (Yield 1.10 g, 83%) as well as recovered starting material (220 mg, 14%). RXN SMILES: [C:1]([N:8]1[C@H:12]([C:13]#[CH:14])[C@@H:11]([CH3:15])[O:10]C1(C)C)([O:3][C:4]([CH3:7])([CH3:6])[CH3:5])=[O:2].O.C1(C)C=CC(S(O)(=O)=O)=CC=1>CO>[C:1]([NH:8][C@H:12]([C:13]#[CH:14])[C@H:11]([OH:10])[CH3:15])([O:3][C:4]([CH3:6])([CH3:7])[CH3:5])=[O:2] |f:1.2|. Reaction conditions: time 8 hour. Reported procedure: A mixture of 30.0 g (0.18 mole) trichloroacetamidine, 25.2 g (0.18 mole) potassium carbonate, 30.3 g (0.18 mole) ethyl-4-chloroacetoacetate and 400 ml water was stirred 18 hours. The aqueous solution was filtered and acidified with hydrochloric acid to give a precipitate. The precipitate was washed and dried to give 17.0 g (36% yield) of crude product. An analytical sample recrystallized from ligroin had mp 138°-144° C. The structure was confirmed via infrared and elemental analysis. Reaction SMILES: [Cl:1][C:2]([Cl:7])([Cl:6])[C:3]([NH2:5])=[NH:4].C(=O)([O-])[O-].[K+].[K+].C([O:16][C:17](=O)[CH2:18][C:19]([CH2:21][Cl:22])=O)C>O>[Cl:22][CH2:21][C:19]1[N:5]=[C:3]([C:2]([Cl:7])([Cl:6])[Cl:1])[N:4]=[C:17]([OH:16])[CH:18]=1 |f:1.2.3|. The reactants are ClC(C(=N)N)(Cl)Cl (trichloroacetamidine), C([O-])([O-])=O.[K+].[K+] (potassium carbonate), C(C)OC(CC(=O)CCl)=O (ethyl-4-chloroacetoacetate). Solvent: O (water). Reaction conditions: time 18 hour. Yields the product ClCC1=CC(=NC(=N1)C(Cl)(Cl)Cl)O (6-Chloromethyl-4-Hydroxy-2-Trichloromethylpyrimidine). The yield is 36.1%. Reactants: C(C1=CC=CC=C1)C=1NC2=C(N1)C(=CC=C2OCC2=CC=CC=C2)C (2-benzyl-4-benzyloxy-7-methylbenzimidazole), [H][H] (hydrogen). Reagents/catalysts: [C].[Pd] (palladium-carbon). The solvent is C(C)O (ethanol). Yields the product C(C1=CC=CC=C1)C=1NC2=C(N1)C(=CC=C2O)C (2-Benzyl-4-hydroxy-7-methylbenzimidazole). Yield: 85.0%. As a reaction SMILES: [CH2:1]([C:8]1[NH:9][C:10]2[C:16]([O:17]CC3C=CC=CC=3)=[CH:15][CH:14]=[C:13]([CH3:25])[C:11]=2[N:12]=1)[C:2]1[CH:7]=[CH:6][CH:5]=[CH:4][CH:3]=1.[H][H]>C(O)C.[C].[Pd]>[CH2:1]([C:8]1[NH:9][C:10]2[C:16]([OH:17])=[CH:15][CH:14]=[C:13]([CH3:25])[C:11]=2[N:12]=1)[C:2]1[CH:3]=[CH:4][CH:5]=[CH:6][CH:7]=1 |f:3.4|. Procedure details: A solution of 2-benzyl-4-benzyloxy-7-methylbenzimidazole (3.0 g) in ethanol (400 ml) and 10% palladium-carbon (1.5 g) was hydrogenated at room temperature and pressure until uptake of hydrogen ceased. The mixture was filtered (celite), and the filtrate was evaporated to dryness in vacuo and recrystallized from ethanol-ether to afford the title compound (1.85 g), m.p. 204°-205° C. Starting materials: O=C1NC(=O)c2ccccc21, CN(C)C=O, COc1ccc(C(C)=O)cc1CCl, [K]. Product: COc1ccc(C(C)=O)cc1CN1C(=O)c2ccccc2C1=O. RXN SMILES: [C:14]1(=[O:24])[c:15]2[c:16]([cH:20][cH:21][cH:22][cH:23]2)[C:17](=[O:19])[NH:18]1.[CH3:26][N:27]([CH3:28])[CH:29]=[O:30].[Cl:1][CH2:2][c:3]1[cH:4][c:5]([C:11]([CH3:12])=[O:13])[cH:6][cH:7][c:8]1[O:9][CH3:10].[K:25]>>[CH2:2]([c:3]1[cH:4][c:5]([C:11]([CH3:12])=[O:13])[cH:6][cH:7][c:8]1[O:9][CH3:10])[N:18]1[C:14](=[O:24])[c:15]2[c:16]([cH:20][cH:21][cH:22][cH:23]2)[C:17]1=[O:19]. Starting materials: [Cu]C#N (copper(I) cyanide), [C-]#N.[K+] (potassium cyanide), N(=O)[O-].[Na+] (sodium nitrite), S(O)(O)(=O)=O (sulfuric acid), ice, NC=1C(=C(C(=CC1Cl)Cl)CCC(=O)O)Cl (3-(3-amino-2,4,6-trichlorophenyl)propionic acid), Cl (hydrochloric acid). The solvent is C(C)(=O)OCC (ethyl acetate), N (ammonia), C(C)(=O)O (acetic acid). Conditions: temperature 70 celsius, time 10 minute. Yields the product C(#N)C=1C(=C(C(=CC1Cl)Cl)CCC(=O)O)Cl (3-(3-cyano-2,4,6 -trichlorophenyl)propionic acid). The yield is 71.7%. RXN SMILES: N([O-])=O.[Na+].S(=O)(=O)(O)O.N[C:11]1[C:12]([Cl:24])=[C:13]([CH2:19][CH2:20][C:21]([OH:23])=[O:22])[C:14]([Cl:18])=[CH:15][C:16]=1[Cl:17].[Cu][C:26]#[N:27].[C-]#N.[K+].Cl>N.C(OCC)(=O)C.C(O)(=O)C>[C:26]([C:11]1[C:12]([Cl:24])=[C:13]([CH2:19][CH2:20][C:21]([OH:23])=[O:22])[C:14]([Cl:18])=[CH:15][C:16]=1[Cl:17])#[N:27] |f:0.1,5.6|. Procedure: 7 g of sodium nitrite is introduced under agitation at +5° C. into 84 ml of concentrated sulfuric acid. The mixture is stirred for another 10 minutes and then heated to 70° C. to obtain a clear solution. After cooling to 5° C., 42 ml of glacial acetic acid is added thereto under ice bath cooling. Then, 21.5 g of 3-(3-amino-2,4,6-trichlorophenyl)propionic acid is added in incremental portions at between 0° C. and +5° C., and the mixture is stirred for 2 hours at 5° C. The mixture is poured on 200... Starting materials: ClC1=C(C(=O)O)C=CC=C1 (2-chlorobenzoic acid), CC1=NC=C(C=N1)C(CN)C1CCOCC1 (2-(2-methylpyrimidin-5-yl)-2-(tetrahydro-2H-pyran-4-yl)ethanamine). Procedure details: From 2-chlorobenzoic acid and 2-(2-methylpyrimidin-5-yl)-2-(tetrahydro-2H-pyran-4-yl)ethanamine. LCMS (MH+): m/z=360.1, tR (minutes, Method F)=1.97 The product is ClC1=C(C(=O)NCC(C2CCOCC2)C=2C=NC(=NC2)C)C=CC=C1 (2-chloro-N-(2-(2-methylpyrimidin-5-yl)-2-(tetrahydro-2H-pyran-4-yl)ethyl)benzamide). RXN SMILES: [Cl:1][C:2]1[CH:10]=[CH:9][CH:8]=[CH:7][C:3]=1[C:4]([OH:6])=O.[CH3:11][C:12]1[N:17]=[CH:16][C:15]([CH:18]([CH:21]2[CH2:26][CH2:25][O:24][CH2:23][CH2:22]2)[CH2:19][NH2:20])=[CH:14][N:13]=1>>[Cl:1][C:2]1[CH:10]=[CH:9][CH:8]=[CH:7][C:3]=1[C:4]([NH:20][CH2:19][CH:18]([C:15]1[CH:16]=[N:17][C:12]([CH3:11])=[N:13][CH:14]=1)[CH:21]1[CH2:22][CH2:23][O:24][CH2:25][CH2:26]1)=[O:6]. Reactants: C(C)C1=NN(C2=CC=CC(=C12)NC(=O)C1=CN=C2N1C=CC(=C2)C(=O)O)CC2=NC(=CC=C2)C (3-(3-ethyl-1-((6-methylpyridin-2-yl)methyl)-1H-indazol-4-ylcarbamoyl)imidazo[1,2-a]pyridine-7-carboxylic acid), N1(C=NC=C1)C(=O)N1C=NC=C1 (di(1H-imidazol-1-yl)methanone), CNC (Dimethylamine). The solvent is CN(C)C=O (DMF). Run at time 1 hour. Product: C(C)C1=NN(C2=CC=CC(=C12)NC(=O)C1=CN=C2N1C=CC(=C2)C(=O)N(C)C)CC2=NC(=CC=C2)C (N3-(3-ethyl-1-((6-methylpyridin-2-yl)methyl)-1H-indazol-4-yl)-N7,N7-dimethylimidazo[1,2-a]pyridine-3,7-dicarboxamide). The yield is 36.4%. As a reaction SMILES: [CH2:1]([C:3]1[C:11]2[C:6](=[CH:7][CH:8]=[CH:9][C:10]=2[NH:12][C:13]([C:15]2[N:19]3[CH:20]=[CH:21][C:22]([C:24](O)=[O:25])=[CH:23][C:18]3=[N:17][CH:16]=2)=[O:14])[N:5]([CH2:27][C:28]2[CH:33]=[CH:32][CH:31]=[C:30]([CH3:34])[N:29]=2)[N:4]=1)[CH3:2].[N:35]1(C(N2C=CN=C2)=O)[CH:39]=CN=[CH:36]1.CNC>CN(C=O)C>[CH2:1]([C:3]1[C:11]2[C:6](=[CH:7][CH:8]=[CH:9][C:10]=2[NH:12][C:13]([C:15]2[N:19]3[CH:20]=[CH:21][C:22]([C:24]([N:35]([CH3:39])[CH3:36])=[O:25])=[CH:23][C:18]3=[N:17][CH:16]=2)=[O:14])[N:5]([CH2:27][C:28]2[CH:33]=[CH:32][CH:31]=[C:30]([CH3:34])[N:29]=2)[N:4]=1)[CH3:2]. Reported procedure: To 3-(3-ethyl-1-((6-methylpyridin-2-yl)methyl)-1H-indazol-4-ylcarbamoyl) imidazo[1,2-a]pyridine-7-carboxylic acid (26 mg, 0.057 mmol; prepared as in Example 28, step A) in DMF (2 mL) was added di(1H-imidazol-1-yl)methanone (14 mg, 0.086 mmol). The reaction mixture was stirred at ambient temperature for 1 hour. Dimethylamine (286 μL, 0.57 mmol) was added to the reaction mixture. The reaction vial was sealed and the mixture was heated at 70° C. for 2 hours. The mixture was cooled to ambient temper... The reactants are N=1ON=C2C1C=CC(=C2)C=2C=C(C=C(C2OCC2CC2)Cl)C(C(=O)OCC)CC(C)C (ethyl 2-(3-(benzo[c][1,2,5]oxadiazol-5-yl)-5-chloro-4-(cyclopropylmethoxy)phenyl)-4-methylpentanoate), CO (methanol), O (water), O[Li].O (LiOH.H2O). The solvent is C1CCOC1 (THF). Conditions: time 2 hour. Product: N=1ON=C2C1C=CC(=C2)C=2C=C(C=C(C2OCC2CC2)Cl)C(C(=O)O)CC(C)C (2-(3-(benzo[c][1,2,5]oxadiazol-5-yl)-5-chloro-4-(cyclopropylmethoxy)phenyl)-4-methylpentanoic acid). Isolated yield 64.8%. RXN SMILES: [N:1]1[O:2][N:3]=[C:4]2[CH:9]=[C:8]([C:10]3[CH:11]=[C:12]([CH:22]([CH2:28][CH:29]([CH3:31])[CH3:30])[C:23]([O:25]CC)=[O:24])[CH:13]=[C:14]([Cl:21])[C:15]=3[O:16][CH2:17][CH:18]3[CH2:20][CH2:19]3)[CH:7]=[CH:6][C:5]=12.CO.O.O[Li].O>C1COCC1>[N:1]1[O:2][N:3]=[C:4]2[CH:9]=[C:8]([C:10]3[CH:11]=[C:12]([CH:22]([CH2:28][CH:29]([CH3:31])[CH3:30])[C:23]([OH:25])=[O:24])[CH:13]=[C:14]([Cl:21])[C:15]=3[O:16][CH2:17][CH:18]3[CH2:20][CH2:19]3)[CH:7]=[CH:6][C:5]=12 |f:3.4|. Reported procedure: To a stirred solution of ethyl 2-(3-(benzo[c][1,2,5]oxadiazol-5-yl)-5-chloro-4-(cyclopropylmethoxy)phenyl)-4-methylpentanoate (0.25 g, 0.565 mmol) in a mixture of THF (10 mL), methanol (10 mL) and water (5 mL) was added LiOH.H2O (118.7 mg, 2.828 mmol) at room temperature and the mixture was stirred at RT for 2 h. After complete consumption of starting material as monitored by TLC, the reaction mixture was diluted with water (10 mL) and acidified using 1 N HCl at 0° C. The aqueous layer was extra...